The task is: describe an organic reaction: reactants, conditions, products, and yield. This data is from the Open Reaction Database (ORD), a public repository of structured organic reaction records. The reactants are CCOC(C)=O, CCO, O=C[O-], O=C(Nc1ccc(F)cc1)c1cc2cc([N+](=O)[O-])ccc2n1Cc1ccc(F)cc1F, [NH4+], [Pd]. Reaction SMILES: [CH3:36][CH2:37][O:38][C:39](=[O:40])[CH3:41].[CH3:42][CH2:43][OH:44].[CH:32]([O-:33])=[O:34].[F:1][c:2]1[c:3]([CH2:4][n:5]2[c:6]([C:17](=[O:18])[NH:19][c:20]3[cH:21][cH:22][c:23]([F:26])[cH:24][cH:25]3)[cH:7][c:8]3[cH:9][c:10]([N+:14]([O-:15])=[O:16])[cH:11][cH:12][c:13]23)[cH:27][cH:28][c:29]([F:31])[cH:30]1.[NH4+:35].[Pd:45]>>[F:1][c:2]1[c:3]([CH2:4][n:5]2[c:6]([C:17](=[O:18])[NH:19][c:20]3[cH:21][cH:22][c:23]([F:26])[cH:24][cH:25]3)[cH:7][c:8]3[cH:9][c:10]([NH2:14])[cH:11][cH:12][c:13]23)[cH:27][cH:28][c:29]([F:31])[cH:30]1. Yields the product Nc1ccc2c(c1)cc(C(=O)Nc1ccc(F)cc1)n2Cc1ccc(F)cc1F. Starting materials: CC(C)(C)OC(=O)N(CCC(=O)[O-])C1CC1, CCOC(C)=O, CCCCCCC. The product is CC(C)(C)OC(=O)N(CCCO)C1CC1. Reaction SMILES: [C:1]([CH3:2])([CH3:3])([CH3:4])[O:5][C:6](=[O:7])[N:8]([CH2:9][CH2:10][C:11](=[O:12])[O-:13])[CH:14]1[CH2:15][CH2:16]1.[C:24]([O:25][CH2:26][CH3:27])(=[O:28])[CH3:29].[CH3:17][CH2:18][CH2:19][CH2:20][CH2:21][CH2:22][CH3:23]>>[C:1]([CH3:2])([CH3:3])([CH3:4])[O:5][C:6](=[O:7])[N:8]([CH2:9][CH2:10][CH2:11][OH:12])[CH:14]1[CH2:15][CH2:16]1. Product: NC=1C=CC=2C(C3=CC=C(C=C3NC2C1)[N+](=O)[O-])=O (3-Amino-6-nitro-10H-acridin-9-one). Reported procedure: The compound S3 (Y═NH) was prepared using 2-chloro-4-nitrobenzoic acid and 3′-aminoacetanilide in the same way as S3 (Y═O). 1H-NMR (DMSO-d6) δ 11.54 (s, 1H), 8.32 (d, J=8.8, 1H), 8.26 (d, J=2.0, 1H), 7.92 (d, J=8.8, 1H), 7.86 (d, J=2.0, 8.4, 1H), 6.60 (dd, J=2.0, 8.8, 1H), 6.43 (d, J=2.0, 1H), 6.36 (bs, 2H). ESI-MS m/z (M+H) calc'd: 256.1. found 256.1. The reactants are ClC1=C(C(=O)O)C=CC(=C1)[N+](=O)[O-] (2-chloro-4-nitrobenzoic acid), NC=1C=C(NC(C)=O)C=CC1 (3′-aminoacetanilide). As a reaction SMILES: Cl[C:2]1[CH:10]=[C:9]([N+:11]([O-:13])=[O:12])[CH:8]=[CH:7][C:3]=1[C:4]([OH:6])=O.[NH2:14][C:15]1[CH:16]=[C:17]([CH:22]=[CH:23][CH:24]=1)[NH:18]C(=O)C>>[NH2:14][C:15]1[CH:24]=[CH:23][C:22]2[C:4](=[O:6])[C:3]3[C:2]([NH:18][C:17]=2[CH:16]=1)=[CH:10][C:9]([N+:11]([O-:13])=[O:12])=[CH:8][CH:7]=3.